This data is from the Open Reaction Database (ORD), a public repository of structured organic reaction records. The task is: describe an organic reaction: reactants, conditions, products, and yield Starting materials: CCO, Nc1nc(NCCNc2ncc(N3C(=O)c4ccccc4C3=O)c(-c3ccc(Cl)cc3Cl)n2)ccc1[N+](=O)[O-], NN. Product: Nc1cnc(NCCNc2ccc([N+](=O)[O-])c(N)n2)nc1-c1ccc(Cl)cc1Cl. Reaction SMILES: [CH3:42][CH2:43][OH:44].[NH2:1][c:2]1[c:3]([N+:37](=[O:38])[O-:39])[cH:4][cH:5][c:6]([NH:8][CH2:9][CH2:10][NH:11][c:12]2[n:13][cH:14][c:15]([N:26]3[C:27](=[O:28])[c:29]4[c:30]([cH:31][cH:32][cH:33][cH:34]4)[C:35]3=[O:36])[c:16](-[c:18]3[c:19]([Cl:25])[cH:20][c:21]([Cl:24])[cH:22][cH:23]3)[n:17]2)[n:7]1.[NH2:40][NH2:41]>>[NH2:1][c:2]1[c:3]([N+:37](=[O:38])[O-:39])[cH:4][cH:5][c:6]([NH:8][CH2:9][CH2:10][NH:11][c:12]2[n:13][cH:14][c:15]([NH2:26])[c:16](-[c:18]3[c:19]([Cl:25])[cH:20][c:21]([Cl:24])[cH:22][cH:23]3)[n:17]2)[n:7]1. The reactants are Cl, NO, O=C(O)c1ccc(-c2ccccc2)cc1. Product: O=C(NO)c1ccc(-c2ccccc2)cc1. RXN SMILES: [ClH:16].[NH2:17][OH:18].[c:1]1(-[c:10]2[cH:11][cH:12][cH:13][cH:14][cH:15]2)[cH:2][cH:3][c:4]([C:7](=[O:8])[OH:9])[cH:5][cH:6]1>>[c:1]1(-[c:10]2[cH:11][cH:12][cH:13][cH:14][cH:15]2)[cH:2][cH:3][c:4]([C:7](=[O:8])[NH:17][OH:18])[cH:5][cH:6]1. Starting materials: [Cl-].[Al+3].[Cl-].[Cl-] (Aluminium chloride), COC1=CC2=CC=CC=C2C=C1 (2-methoxynaphthalene), C(C(=O)C)(=O)OCC (Ethyl pyruvate). Run in O1CCCC1 (tetrahydrofuran). Conditions: temperature 20 celsius, time 1 hour. The product is OC(C(=O)OCC)(C)C1(CC=2C=CC=CC2C=C1)OC (Ethyl 2-hydroxy-2-(6-methoxynaphth-6-yl)propionate). Yield: 2.0%. Reaction SMILES: [Cl-].[Al+3].[Cl-].[Cl-].[CH3:5][O:6][C:7]1[CH:16]=[CH:15][C:14]2[C:9](=[CH:10][CH:11]=[CH:12][CH:13]=2)[CH:8]=1.[C:17]([O:22][CH2:23][CH3:24])(=[O:21])[C:18]([CH3:20])=[O:19]>O1CCCC1>[OH:19][C:18]([C:7]1([O:6][CH3:5])[CH:16]=[CH:15][C:14]2[CH:13]=[CH:12][CH:11]=[CH:10][C:9]=2[CH2:8]1)([CH3:20])[C:17]([O:22][CH2:23][CH3:24])=[O:21] |f:0.1.2.3|. Procedure details: Aluminium chloride (1,62 g, 12,2 mmol) was added in 3 portions to a solution of 2-methoxynaphthalene (1,28 g, 8,09 mmol) in tetrahydrohydrofuran (20 mL) at 5° C. Ethyl pyruvate (1,41 g, 12,2 mmol) in tetrahydrofuran (10 mL) was added oveer 1 hour at this temperature. The reaction was allowed to proceed for 1 hour and warmed to 20° C. for 1 hour. Ethyl 2-hydroxy-2-(6-methoxynaphth-6-yl)propionate was formed in 2% yield with 98% recovery of the starting material. Reactants: NC=1N=C(C2=C(N1)N=CC(=C2)I)O (2-amino-4-hydroxy-6-iodopyrido[2,3-d]pyrimidine), CCOCC (ether). RXN SMILES: [NH2:1][C:2]1[N:3]=[C:4]([OH:13])[C:5]2[CH:11]=[C:10]([I:12])[CH:9]=[N:8][C:6]=2[N:7]=1.[CH3:14][CH2:15][O:16]CC>CN(C)C1C=CN=CC=1.C(OC(=O)C)(=O)C>[C:15]([NH:1][C:2]1[N:3]=[C:4]([OH:13])[C:5]2[CH:11]=[C:10]([I:12])[CH:9]=[N:8][C:6]=2[N:7]=1)(=[O:16])[CH3:14]. Yields the product C(C)(=O)NC=1N=C(C2=C(N1)N=CC(=C2)I)O (2-acetamido-4-hydroxy-6-iodopyrido[2,3-d]pyrimidine). The reagents and catalysts are CN(C1=CC=NC=C1)C (4-dimethylaminopyridine). Reported procedure: Analogously, a mixture of 0.52 g of 2-amino-4-hydroxy-6-iodopyrido[2,3-d]pyrimidine and 0.03 g of 4-dimethylaminopyridine in 10 ml of acetic anhydride is heated under reflux under nitrogen for 3 hours. After cooling the reaction mixture to room temperature, anhydrous ether is added, and the reaction mixture filtered to give 0.52 g (87%) of 2-acetamido-4-hydroxy-6-iodopyrido[2,3-d]pyrimidine as a tan colored solid: m.p.>280° C.; NMR (DMSO-d6, 80 MHz) delta 2.18 (s, 3H), 8.67 (d, 1H, J=2.5 Hz), 9.... Solvent: C(C)(=O)OC(C)=O (acetic anhydride). The yield is 87.0%. Starting materials: CCCOc1ccc(OB([O-])[O-])cc1OCCC, CN(Cc1ccc(NC(=O)C2=Cc3cc(Br)ccc3S(=O)(=O)CC2)cc1)C1CCOCC1, O=C([O-])[O-], Cc1ccccc1, CCO, [K+], [K+], c1ccc(P(c2ccccc2)(c2ccccc2)[Pd](P(c2ccccc2)(c2ccccc2)c2ccccc2)(P(c2ccccc2)(c2ccccc2)c2ccccc2)P(c2ccccc2)(c2ccccc2)c2ccccc2)cc1. Product: CCCOc1ccc(-c2ccc3c(c2)C=C(C(=O)Nc2ccc(CN(C)C4CCOCC4)cc2)CCS3(=O)=O)cc1OCCC. RXN SMILES: [B:33]([O-:34])([O-:49])[O:50][c:35]1[cH:36][c:37]([O:45][CH2:46][CH2:47][CH3:48])[c:38]([O:41][CH2:42][CH2:43][CH3:44])[cH:39][cH:40]1.[Br:1][c:2]1[cH:3][cH:4][c:5]2[c:6]([cH:32]1)[CH:7]=[C:8]([C:14](=[O:15])[NH:16][c:17]1[cH:18][cH:19][c:20]([CH2:23][N:24]([CH:25]3[CH2:26][CH2:27][O:28][CH2:29][CH2:30]3)[CH3:31])[cH:21][cH:22]1)[CH2:9][CH2:10][S:11]2(=[O:12])=[O:13].[C:51](=[O:52])([O-:53])[O-:54].[CH3:137][c:138]1[cH:139][cH:140][cH:141][cH:142][cH:143]1.[CH3:57][CH2:58][OH:59].[K+:55].[K+:56].[cH:60]1[cH:61][cH:62][c:63]([P:64]([Pd:65]([P:66]([c:67]2[cH:68][cH:69][cH:70][cH:71][cH:72]2)([c:73]2[cH:74][cH:75][cH:76][cH:77][cH:78]2)[c:79]2[cH:80][cH:81][cH:82][cH:83][cH:84]2)([P:85]([c:86]2[cH:87][cH:88][cH:89][cH:90][cH:91]2)([c:92]2[cH:93][cH:94][cH:95][cH:96][cH:97]2)[c:98]2[cH:99][cH:100][cH:101][cH:102][cH:103]2)[P:104]([c:105]2[cH:106][cH:107][cH:108][cH:109][cH:110]2)([c:111]2[cH:112][cH:113][cH:114][cH:115][cH:116]2)[c:117]2[cH:118][cH:119][cH:120][cH:121][cH:122]2)([c:123]2[cH:124][cH:125][cH:126][cH:127][cH:128]2)[c:129]2[cH:130][cH:131][cH:132][cH:133][cH:134]2)[cH:135][cH:136]1>>[c:2]1(-[c:35]2[cH:36][c:37]([O:45][CH2:46][CH2:47][CH3:48])[c:38]([O:41][CH2:42][CH2:43][CH3:44])[cH:39][cH:40]2)[cH:3][cH:4][c:5]2[c:6]([cH:32]1)[CH:7]=[C:8]([C:14](=[O:15])[NH:16][c:17]1[cH:18][cH:19][c:20]([CH2:23][N:24]([CH:25]3[CH2:26][CH2:27][O:28][CH2:29][CH2:30]3)[CH3:31])[cH:21][cH:22]1)[CH2:9][CH2:10][S:11]2(=[O:12])=[O:13]. The reactants are N1(CCOCC1)C=1N=C(NC(C1)=O)CC(=O)[O-].[Na+] (sodium [4-(morpholin-4-yl)-6-oxo-1,6-dihydropyrimidin-2-yl]acetate), NC=1C=CC(=C(C(=O)OC)C1)F (methyl 5-amino-2-fluorobenzoate). The product is FC1=C(C(=O)OC)C=C(C=C1)NC(CC=1NC(C=C(N1)N1CCOCC1)=O)=O (methyl 2-fluoro-5-({[4-(morpholin-4-yl)-6-oxo-1,6-dihydropyrimidin-2-yl]acetyl}amino)benzoate). The yield is 83.6%. RXN SMILES: [N:1]1([C:7]2[N:8]=[C:9]([CH2:14][C:15]([O-:17])=O)[NH:10][C:11](=[O:13])[CH:12]=2)[CH2:6][CH2:5][O:4][CH2:3][CH2:2]1.[Na+].[NH2:19][C:20]1[CH:21]=[CH:22][C:23]([F:30])=[C:24]([CH:29]=1)[C:25]([O:27][CH3:28])=[O:26]>>[F:30][C:23]1[CH:22]=[CH:21][C:20]([NH:19][C:15](=[O:17])[CH2:14][C:9]2[NH:10][C:11](=[O:13])[CH:12]=[C:7]([N:1]3[CH2:2][CH2:3][O:4][CH2:5][CH2:6]3)[N:8]=2)=[CH:29][C:24]=1[C:25]([O:27][CH3:28])=[O:26] |f:0.1|. Procedure details: The product is prepared according to the procedure described in Example 5, using 500 mg of sodium [4-(morpholin-4-yl)-6-oxo-1,6-dihydropyrimidin-2-yl]acetate and 466 mg of methyl 5-amino-2-fluorobenzoate in place of the 2,4-difluoroaniline. 625 mg of methyl 2-fluoro-5-({[4-(morpholin-4-yl)-6-oxo-1,6-dihydropyrimidin-2-yl]acetyl}amino)benzoate are obtained in the form of a pinkish solid, the characteristics of which are the following: